Dataset: the Open Reaction Database (ORD), a public repository of structured organic reaction records. Task: describe an organic reaction: reactants, conditions, products, and yield The reactants are 4d, BrCCBr (1,2-Dibromoethane), N1(CCOCC1)C=1C=CC(=C(C1)O)[N+](=O)[O-] (5-Morpholin-4-yl-2-nitro-phenol), C([O-])([O-])=O.[K+].[K+] (Potassium carbonate), C1(=CC=CC=C1)O.BrC(C)Br (phenol dibromoethane). Solvent: C(C)#N (Acetonitrile), C(C)(=O)OCC (ethyl acetate). Conditions: time 72 hour. Product: BrCCOC=1C=C(C=CC1[N+](=O)[O-])N1CCOCC1 (4-[3-(2-Bromo-ethoxy)-4-nitro-phenyl]-morpholine). The yield is 38.2%. As a reaction SMILES: [Br:1][CH2:2][CH2:3]Br.[N:5]1([C:11]2[CH:12]=[CH:13][C:14]([N+:18]([O-:20])=[O:19])=[C:15]([OH:17])[CH:16]=2)[CH2:10][CH2:9][O:8][CH2:7][CH2:6]1.C(=O)([O-])[O-].[K+].[K+].C1(O)C=CC=CC=1.BrC(Br)C>C(#N)C.C(OCC)(=O)C>[Br:1][CH2:2][CH2:3][O:17][C:15]1[CH:16]=[C:11]([N:5]2[CH2:6][CH2:7][O:8][CH2:9][CH2:10]2)[CH:12]=[CH:13][C:14]=1[N+:18]([O-:20])=[O:19] |f:2.3.4,5.6|. Procedure details: 1,2-Dibromoethane (1.50 mL, 17.4 mmol) was added to 5-Morpholin-4-yl-2-nitro-phenol (0.792 g, 3.53 mmol) and Potassium carbonate (1.71 g, 12.4 mmol) in Acetonitrile (40 mL) and the reaction was stirred under an atmosphere of Nitrogen at room temperature for 72 h (no change by HPLC), then was brought to reflux. After 4d, 1H-NMR indicated that the assumed starting material my LCMS was in actuality the 2:1 phenol-dibromoethane adduct. The reaction was cooled, diluted with ethyl acetate and filtered...